Dataset: the Open Reaction Database (ORD), a public repository of structured organic reaction records. Task: describe an organic reaction: reactants, conditions, products, and yield Starting materials: BrC1=CC(=C(C=C1)OCCCCCCCCCC)F (1-Bromo-3-fluoro-4-decyloxybenzene), FC1=C(C=CC=C1F)B(O)O (2,3-Difluoro-phenylboronic acid), C(CCC)[Li] (n-butyllithium), B(OC)(OC)OC (trimethyl borate). Run in C1CCOC1 (THF), C1CCOC1 (THF). The product is FC=1C=C(C=CC1OCCCCCCCCCC)B(O)O (3-Fluoro-4-decyloxyphenylboronic acid). Reaction SMILES: Br[C:2]1[CH:7]=[CH:6][C:5]([O:8][CH2:9][CH2:10][CH2:11][CH2:12][CH2:13][CH2:14][CH2:15][CH2:16][CH2:17][CH3:18])=[C:4]([F:19])[CH:3]=1.C([Li])CCC.[B:25](OC)([O:28]C)[O:26]C.FC1C(F)=CC=CC=1B(O)O>C1COCC1>[F:19][C:4]1[CH:3]=[C:2]([B:25]([OH:28])[OH:26])[CH:7]=[CH:6][C:5]=1[O:8][CH2:9][CH2:10][CH2:11][CH2:12][CH2:13][CH2:14][CH2:15][CH2:16][CH2:17][CH3:18]. Reported procedure: Quantities: compound 12 (9.84 g, 0.03 mol) in anhydrous THF (120 ml), n-butyllithium (12.5 ml, 2.5M in hexane, 0.031 mol), trimethyl borate (6.24 g, 0.06 mol) in anhydrous THF (50 ml). The experimental procedure was as described for the preparation of compound 2. The reactants are C(CCC)[Li] (n-butyl lithium), N1CCOCC1 (morpholine), [Cl-].[Na+] (sodium chloride), C(C)(C)(C)OC(C=CC1=CC=C(C=C1)NC(CC1=CC(=C(C=C1)NC(=O)NC1=C(C=CC=C1)C)OC)=O)=O (3-(4-{3-Methoxy-4-[3-(2-methylphenyl)ureido]phenylacetylamino}phenyl)-propenoic acid tert-butyl ester), [H-].[Na+] (sodium hydride). Run in hexanes, O1CCCC1 (tetrahydrofuran), C(C)(=O)OCC (ethyl acetate), O1CCCC1 (tetrahydrofuran). Conditions: temperature -78 celsius, time 15 minute. The product is C(C)(C)(C)OC(CC(N1CCOCC1)C1=CC=C(C=C1)NC(CC1=CC(=C(C=C1)NC(=O)NC1=C(C=CC=C1)C)OC)=O)=O (3-(4-{3-Methoxy-4-[3-(2-methylphenyl)ureido]phenylacetylamino}phenyl)-3-(morpholin-4-yl)-propanoic acid tert-butyl ester). Yield: 56.5%. As a reaction SMILES: [NH:1]1[CH2:6][CH2:5][O:4][CH2:3][CH2:2]1.C([Li])CCC.[C:12]([O:16][C:17](=[O:49])[CH:18]=[CH:19][C:20]1[CH:25]=[CH:24][C:23]([NH:26][C:27](=[O:48])[CH2:28][C:29]2[CH:34]=[CH:33][C:32]([NH:35][C:36]([NH:38][C:39]3[CH:44]=[CH:43][CH:42]=[CH:41][C:40]=3[CH3:45])=[O:37])=[C:31]([O:46][CH3:47])[CH:30]=2)=[CH:22][CH:21]=1)([CH3:15])([CH3:14])[CH3:13].[H-].[Na+].[Cl-].[Na+]>O1CCCC1.C(OCC)(=O)C>[C:12]([O:16][C:17](=[O:49])[CH2:18][CH:19]([C:20]1[CH:25]=[CH:24][C:23]([NH:26][C:27](=[O:48])[CH2:28][C:29]2[CH:34]=[CH:33][C:32]([NH:35][C:36]([NH:38][C:39]3[CH:44]=[CH:43][CH:42]=[CH:41][C:40]=3[CH3:45])=[O:37])=[C:31]([O:46][CH3:47])[CH:30]=2)=[CH:22][CH:21]=1)[N:1]1[CH2:6][CH2:5][O:4][CH2:3][CH2:2]1)([CH3:13])([CH3:15])[CH3:14] |f:3.4,5.6|. Procedure: A solution of morpholine (87 mg) in anhydrous tetrahydrofuran (10 ml), cooled to −78° C. and under an atmosphere of nitrogen, was treated with a solution of n-butyl lithium in hexanes (0.4 ml, 2.5M). After stirring at −78° C. for 15 minutes the mixture was treated dropwise with a solution produced from treating a stirred suspension of 3-(4-{3-methoxy-4-[3-(2-methylphenyl)ureido]-phenylacetylamino}phenyl)-propenoic acid tert-butyl ester (0.25 g, Reference Example 8) in anhydrous tetrahydrofuran (...